From a dataset of the Open Reaction Database (ORD), a public repository of structured organic reaction records. describe an organic reaction: reactants, conditions, products, and yield Reactants: CC[SiH](CC)CC, CCOC(C(=O)OC)C(O)c1ccc(OCc2ccccc2)cc1Cl, O=C(O)C(F)(F)F. Yields the product CCOC(Cc1ccc(OCc2ccccc2)cc1Cl)C(=O)OC. Reaction SMILES: [CH2:26]([SiH:27]([CH2:28][CH3:29])[CH2:30][CH3:31])[CH3:32].[CH3:1][O:2][C:3]([CH:4]([CH:5]([OH:6])[c:7]1[c:8]([Cl:21])[cH:9][c:10]([O:13][CH2:14][c:15]2[cH:16][cH:17][cH:18][cH:19][cH:20]2)[cH:11][cH:12]1)[O:22][CH2:23][CH3:24])=[O:25].[OH:33][C:34]([C:35]([F:36])([F:37])[F:38])=[O:39]>>[CH3:1][O:2][C:3]([CH:4]([CH2:5][c:7]1[c:8]([Cl:21])[cH:9][c:10]([O:13][CH2:14][c:15]2[cH:16][cH:17][cH:18][cH:19][cH:20]2)[cH:11][cH:12]1)[O:22][CH2:23][CH3:24])=[O:25]. Reactants: CS(C)=O, CC(C)(NC(=O)CCl)c1ccc(Cl)cc1, [H-], [H][H], [Na+], O, CN(C)C(=O)c1ccccc1O. The product is CN(C)C(=O)c1ccccc1OCC(=O)NC(C)(C)c1ccc(Cl)cc1. Reaction SMILES: [CH3:32][S:33]([CH3:34])=[O:35].[Cl:17][CH2:18][C:19](=[O:20])[NH:21][C:22]([CH3:23])([CH3:24])[c:25]1[cH:26][cH:27][c:28]([Cl:31])[cH:29][cH:30]1.[H-:13].[H:15][H:16].[Na+:14].[OH2:36].[OH:1][c:2]1[c:3]([C:4](=[O:5])[N:6]([CH3:7])[CH3:8])[cH:9][cH:10][cH:11][cH:12]1>>[O:1]([c:2]1[c:3]([C:4](=[O:5])[N:6]([CH3:7])[CH3:8])[cH:9][cH:10][cH:11][cH:12]1)[CH2:18][C:19](=[O:20])[NH:21][C:22]([CH3:23])([CH3:24])[c:25]1[cH:26][cH:27][c:28]([Cl:31])[cH:29][cH:30]1. The reactants are CCCC[N+](CCCC)(CCCC)CCCC, CCOC(C)=O, [F-], C1CCOC1, CCCC(=O)Nc1nn(COCC[Si](C)(C)C)c2cc(-c3cccnc3)ccc12. Product: CCCC(=O)Nc1n[nH]c2cc(-c3cccnc3)ccc12. As a reaction SMILES: [CH3:2][CH2:3][CH2:4][CH2:5][N+:6]([CH2:7][CH2:8][CH2:9][CH3:10])([CH2:11][CH2:12][CH2:13][CH3:14])[CH2:15][CH2:16][CH2:17][CH3:18].[CH3:48][CH2:49][O:50][C:51](=[O:52])[CH3:53].[F-:1].[O:54]1[CH2:55][CH2:56][CH2:57][CH2:58]1.[n:19]1[cH:20][c:21](-[c:25]2[cH:26][cH:27][c:28]3[c:29]([NH:42][C:43]([CH2:44][CH2:45][CH3:46])=[O:47])[n:30][n:31]([CH2:34][O:35][CH2:36][CH2:37][Si:38]([CH3:39])([CH3:40])[CH3:41])[c:32]3[cH:33]2)[cH:22][cH:23][cH:24]1>>[n:19]1[cH:20][c:21](-[c:25]2[cH:26][cH:27][c:28]3[c:29]([NH:42][C:43]([CH2:44][CH2:45][CH3:46])=[O:47])[n:30][nH:31][c:32]3[cH:33]2)[cH:22][cH:23][cH:24]1. Reactants: COC1=CC2=C(C=C1)C1=C(CN(CC1)CCCCN)O2 (3,4-dihydro-7-methoxybenzofuro[2,3-c]pyridine-2(1H)-butanamine), ClC1=NSC2=C1C=CC=C2 (3-chloro-1,2-benzisothiazole), C(=O)(O)[O-].[Na+] (NaHCO3), C(CCC)O (1-Butanol). Solvent: C(Cl)Cl (CH2Cl2). Conditions: temperature 120 celsius, time 1.5 hour. Yields the product O.Cl.S1N=C(C2=C1C=CC=C2)NCCCCN2CC1=C(CC2)C2=C(O1)C=C(C=C2)OC (N-(1,2-benzisothiazol-3-yl)-3,4-dihydro-7-methoxybenzofuro[2,3-c]pyridine-2(1H)-butanamine monohydrochloride monohydrate). Isolated yield 125.9%. Reaction SMILES: [CH3:1][O:2][C:3]1[CH:8]=[CH:7][C:6]2[C:9]3[CH2:14][CH2:13][N:12]([CH2:15][CH2:16][CH2:17][CH2:18][NH2:19])[CH2:11][C:10]=3[O:20][C:5]=2[CH:4]=1.[Cl:21][C:22]1[C:26]2[CH:27]=[CH:28][CH:29]=[CH:30][C:25]=2[S:24][N:23]=1.C([O-])(O)=O.[Na+].C(O)CCC>C(Cl)Cl>[OH2:2].[ClH:21].[S:24]1[C:25]2[CH:30]=[CH:29][CH:28]=[CH:27][C:26]=2[C:22]([NH:19][CH2:18][CH2:17][CH2:16][CH2:15][N:12]2[CH2:13][CH2:14][C:9]3[C:6]4[CH:7]=[CH:8][C:3]([O:2][CH3:1])=[CH:4][C:5]=4[O:20][C:10]=3[CH2:11]2)=[N:23]1 |f:2.3,6.7.8|. Procedure: A mixture of 3,4-dihydro-7-methoxybenzofuro[2,3-c]pyridine-2(1H)-butanamine (0.0055 mol), 3-chloro-1,2-benzisothiazole (0.0089 mol) and NaHCO3 (0.01 mol) was stirred for 1.5 hour at 120° C. (melt). 1-Butanol (0.5 ml) was added. The reaction mixture was cooled, then dissolved in CH2Cl2 and purified by column chromatography over silica gel (eluent: CH2Cl2/(CH3OH/NH3) 98/2). The desired fractions were collected and the solvent was evaporated. The residue was dissolved in 2-propanone and converted i... Starting materials: CCO[SiH](OCC)OCC, C1CCOC1, CC(C)[O-], CC(C)[O-], CC(C)[O-], [Na+], [Nd+3], [OH-], O, CC(=O)CCc1ccccc1. Yields the product CC(O)CCc1ccccc1. Reaction SMILES: [CH2:14]([O:15][SiH:16]([O:17][CH2:18][CH3:19])[O:20][CH2:21][CH3:22])[CH3:23].[CH2:38]1[O:39][CH2:40][CH2:41][CH2:42]1.[CH3:10][CH:11]([CH3:12])[O-:13].[CH3:1][CH:2]([CH3:3])[O-:4].[CH3:6][CH:7]([CH3:8])[O-:9].[Na+:36].[Nd+3:5].[OH-:35].[OH2:37].[c:24]1([CH2:30][CH2:31][C:32]([CH3:33])=[O:34])[cH:25][cH:26][cH:27][cH:28][cH:29]1>>[c:24]1([CH2:30][CH2:31][CH:32]([CH3:33])[OH:34])[cH:25][cH:26][cH:27][cH:28][cH:29]1. The reactants are CC(C)CC(C(=O)NN)C(CC=Cc1ccccc1)C(=O)OC(C)(C)C, O=S(=O)(Cl)CCCCl, ClCCl, c1ccncc1. Yields the product CC(C)CC(C(=O)NNS(=O)(=O)CCCCl)C(CC=Cc1ccccc1)C(=O)OC(C)(C)C. Reaction SMILES: [C:15]([CH3:16])([CH3:17])([CH3:18])[O:19][C:20](=[O:21])[CH:22]([CH2:23][CH:24]=[CH:25][c:26]1[cH:27][cH:28][cH:29][cH:30][cH:31]1)[CH:32]([C:33](=[O:34])[NH:35][NH2:36])[CH2:37][CH:38]([CH3:39])[CH3:40].[Cl:1][CH2:2][CH2:3][CH2:4][S:5](=[O:6])(=[O:7])[Cl:8].[Cl:41][CH2:42][Cl:43].[cH:9]1[cH:10][cH:11][n:12][cH:13][cH:14]1>>[Cl:1][CH2:2][CH2:3][CH2:4][S:5](=[O:6])(=[O:7])[NH:36][NH:35][C:33]([CH:32]([CH:22]([C:20]([O:19][C:15]([CH3:16])([CH3:17])[CH3:18])=[O:21])[CH2:23][CH:24]=[CH:25][c:26]1[cH:27][cH:28][cH:29][cH:30][cH:31]1)[CH2:37][CH:38]([CH3:39])[CH3:40])=[O:34]. Reactants: N(C(=O)C)CCCC1=CC=C(OCC(=O)OCC)C=C1 (ethyl 4-(3-acetaminopropyl)-phenoxyacetate), Cl (hydrochloric acid), C(C)O (ethanol), [OH-].[K+] (potassium hydroxide). The solvent is O (water). Yields the product NCCCC1=CC=C(OCC(=O)O)C=C1 (4-(3-aminopropyl)-phenoxyacetic acid). RXN SMILES: [NH:1]([CH2:5][CH2:6][CH2:7][C:8]1[CH:20]=[CH:19][C:11]([O:12][CH2:13][C:14]([O:16]CC)=[O:15])=[CH:10][CH:9]=1)C(C)=O.C(O)C.[OH-].[K+].Cl>O>[NH2:1][CH2:5][CH2:6][CH2:7][C:8]1[CH:20]=[CH:19][C:11]([O:12][CH2:13][C:14]([OH:16])=[O:15])=[CH:10][CH:9]=1 |f:2.3|. Procedure: A mixture of 16.2 g. (58 mMol) ethyl 4-(3-acetaminopropyl)-phenoxyacetate, 100 ml. ethanol, 100 ml. water and 32.5 g. (0.58 mol) potassium hydroxide is kept at reflux temperature for 16 hours. The reaction mixture is then cooled, adjusted to pH 6.5 with 6 N hydrochloric acid and the resultant sand-colored precipitate filtered off with suction. After washing with water and drying, there are obtained 12.0 g. (quantitative yield) 4-(3-aminopropyl)-phenoxyacetic acid; m.p. 248° C. The reactants are C(C)(C)(C)C1=C(C(=CC(=C1)C)C)O (2-tert-butyl-4,6-dimethylphenol), C(C(=C)C)(=O)[O-].[K+] (potassium methacrylate salt), C(C=C)OC1=CC=C(C(=O)OC2=CC=C(C=C2)OCCCCBr)C=C1 (4-(4-Bromobutoxy)phenyl 4-allyloxybenzoate). The solvent is C1(=CC=CC=C1)C (toluene), CN(C=O)C (dimethylformamide), C(C)(C)(C)OC (methyl tert-butyl ether). Conditions: temperature 100 celsius, time 6 hour. Yields the product C(C=C)OC1=CC=C(C(=O)OC2=CC=C(C=C2)OCCCCOC(C(=C)C)=O)C=C1 (4-(4-Methacryloyloxybutoxy)phenyl 4-allyloxybenzoate). Isolated yield 83.0%. Reaction SMILES: [CH2:1]([O:4][C:5]1[CH:25]=[CH:24][C:8]([C:9]([O:11][C:12]2[CH:17]=[CH:16][C:15]([O:18][CH2:19][CH2:20][CH2:21][CH2:22]Br)=[CH:14][CH:13]=2)=[O:10])=[CH:7][CH:6]=1)[CH:2]=[CH2:3].C(C1C=C(C)C=C(C)C=1O)(C)(C)C.[C:39]([O-:44])(=[O:43])[C:40]([CH3:42])=[CH2:41].[K+]>CN(C)C=O.C1(C)C=CC=CC=1.C(OC)(C)(C)C>[CH2:1]([O:4][C:5]1[CH:25]=[CH:24][C:8]([C:9]([O:11][C:12]2[CH:17]=[CH:16][C:15]([O:18][CH2:19][CH2:20][CH2:21][CH2:22][O:44][C:39](=[O:43])[C:40]([CH3:42])=[CH2:41])=[CH:14][CH:13]=2)=[O:10])=[CH:7][CH:6]=1)[CH:2]=[CH2:3] |f:2.3|. Reported procedure: 118.4 g (0.29 mol) of this ester were dissolved in 50 ml of dimethylformamide at 70° C., 0.3 g of 2-tert-butyl-4,6-dimethylphenol was added as stabilizer, 111.7 g (0.9 mol) of dry potassium methacrylate salt were added, and the mixture was diluted with 70 ml of toluene. The reaction mixture was stirred at 100° C. for 6 h, then cooled and diluted with 800 ml of methyl tert-butyl ether. The precipitate was filtered off with suction, and the washing solution and the filtrate were combined and washe... Reactants: ClC1=CC=C(C=C1)NC(C1=C(C=CC(=C1)Cl)NC(=O)C=1SC(=CC1Cl)CN1CCSCC1)=O (N-(4-chlorophenyl)-2-[((3-chloro-5-(thiomorpholin-4-yl)methylthiophen-2-yl)carbonyl)amino]-5-chlorobenzamide), S(=O)(=O)(O[O-])[O-].[K+].[K+] (potassium peroxymonosulfate). The solvent is CO (methanol), O (water). Reaction conditions: time 5 minute. The product is ClC1=CC=C(C=C1)NC(C1=C(C=CC(=C1)Cl)NC(=O)C=1SC(=CC1Cl)CN1CCS(CC1)=O)=O (N-(4-chlorophenyl)-2-[((3-chloro-5-(1-(oxo)thiomorpholin-4-yl)methylthiophen-2-yl)carbonyl)amino]-5-chlorobenzamide). Yield: 57.5%. Reaction SMILES: [Cl:1][C:2]1[CH:7]=[CH:6][C:5]([NH:8][C:9](=[O:33])[C:10]2[CH:15]=[C:14]([Cl:16])[CH:13]=[CH:12][C:11]=2[NH:17][C:18]([C:20]2[S:21][C:22]([CH2:26][N:27]3[CH2:32][CH2:31][S:30][CH2:29][CH2:28]3)=[CH:23][C:24]=2[Cl:25])=[O:19])=[CH:4][CH:3]=1.S([O-])(O[O-])(=O)=[O:35].[K+].[K+]>CO.O>[Cl:1][C:2]1[CH:7]=[CH:6][C:5]([NH:8][C:9](=[O:33])[C:10]2[CH:15]=[C:14]([Cl:16])[CH:13]=[CH:12][C:11]=2[NH:17][C:18]([C:20]2[S:21][C:22]([CH2:26][N:27]3[CH2:28][CH2:29][S:30](=[O:35])[CH2:31][CH2:32]3)=[CH:23][C:24]=2[Cl:25])=[O:19])=[CH:4][CH:3]=1 |f:1.2.3|. Procedure: To a suspension of N-(4-chlorophenyl)-2-[((3-chloro-5-(thiomorpholin-4-yl)methylthiophen-2-yl)carbonyl)amino]-5-chlorobenzamide (0.1 g, 0.2 mmol) in methanol (20 mL) at 0° C. was added a solution of potassium peroxymonosulfate (0.13 g, 0.2 mmol) in water (5 mL). After 5 minutes, the reaction was quenched by addition of aqueous 5% sodium bisulfite solution. The mixture was extracted with methylene chloride/methanol, and the organic phase dried over Na2SO4 and concentrated in vacuo. Purification b...